Dataset: the Open Reaction Database (ORD), a public repository of structured organic reaction records. Task: describe an organic reaction: reactants, conditions, products, and yield Reactants: CCCC(=O)Nc1ccc(C(=O)OC)cc1C, CCCC(=O)Cl, Cc1ccccc1N. The product is CCCC(=O)Nc1ccccc1C. As a reaction SMILES: [C:1]([CH2:2][CH2:3][CH3:4])(=[O:5])[NH:6][c:7]1[c:8]([CH3:17])[cH:9][c:10]([C:11]([O:12][CH3:13])=[O:14])[cH:15][cH:16]1.[C:26]([Cl:27])(=[O:28])[CH2:29][CH2:30][CH3:31].[NH2:18][c:19]1[c:20]([CH3:21])[cH:22][cH:23][cH:24][cH:25]1>>[C:1]([CH2:2][CH2:3][CH3:4])(=[O:5])[NH:6][c:7]1[c:8]([CH3:17])[cH:9][cH:10][cH:15][cH:16]1.